Dataset: the Open Reaction Database (ORD), a public repository of structured organic reaction records. Task: describe an organic reaction: reactants, conditions, products, and yield Starting materials: CC(C(=O)O)(C)SC1=CN=C(S1)NC(=O)N(CCC1=CC=CC=C1)[C@@H]1CC[C@H](CC1)C (2-methyl-2-{2-[3-(trans-4-methyl-cyclohexyl)-3-phenethyl-ureido]-thiazol-5-ylsulfanyl}-propionic acid), ClCCC(=O)C1=CC=CC=C1 (3-chloro-1-phenyl-propan-1-one), C(C)OC(CSC1=CN=C(S1)N)=O ((2-aminothiazol-5-ylsulfanyl)acetic acid ethyl ester). Product: C[C@@H]1CC[C@H](CC1)N(C(NC=1SC(=CN1)SCC(=O)O)=O)CCC(C1=CC=CC=C1)=O ({2-[3-(trans-4-Methyl-cyclohexyl)-3-(3-oxo-3-phenyl-propyl)-ureido]-thiazol-5-ylsulfanyl}-acetic acid). Reaction SMILES: C[C:2]([S:7][C:8]1[S:12][C:11]([NH:13][C:14]([N:16]([C@H:25]2[CH2:30][CH2:29][C@H:28]([CH3:31])[CH2:27][CH2:26]2)[CH2:17][CH2:18]C2C=CC=CC=2)=[O:15])=[N:10][CH:9]=1)(C)[C:3]([OH:5])=[O:4].ClCC[C:35]([C:37]1[CH:42]=[CH:41][CH:40]=[CH:39][CH:38]=1)=[O:36].C(OC(=O)CSC1SC(N)=NC=1)C>>[CH3:31][C@H:28]1[CH2:29][CH2:30][C@H:25]([N:16]([CH2:17][CH2:18][C:35](=[O:36])[C:37]2[CH:42]=[CH:41][CH:40]=[CH:39][CH:38]=2)[C:14](=[O:15])[NH:13][C:11]2[S:12][C:8]([S:7][CH2:2][C:3]([OH:5])=[O:4])=[CH:9][N:10]=2)[CH2:26][CH2:27]1. Procedure: The compound was prepared following an analogous procedure to the one described for the synthesis of 2-methyl-2-{2-[3-(trans-4-methyl-cyclohexyl)-3-phenethyl-ureido]-thiazol-5-ylsulfanyl}-propionic acid using 3-chloro-1-phenyl-propan-1-one and (2-aminothiazol-5-ylsulfanyl)acetic acid ethyl ester. Reactants: FC=1C=C(C=CC1)NC1=NC=C(C(=N1)NCCC)I (N2-(3-fluorophenyl)-5-iodo-N4-propylpyrimidine-2,4-diamine), C(#C)[C@H]1C[C@H](CCC1)NC(OC(C)(C)C)=O (tert-butyl ((1S*,3R*)-3-ethynylcyclohexyl)carbamate), O (water), C(C)(=O)OCC (ethyl acetate). The reagents and catalysts are Cl[Pd]([P](C1=CC=CC=C1)(C2=CC=CC=C2)C3=CC=CC=C3)([P](C4=CC=CC=C4)(C5=CC=CC=C5)C6=CC=CC=C6)Cl (bis(triphenylphosphine)palladium(II) dichloride), [Cu]I (copper(I) iodide). The solvent is CN(C=O)C (N,N-dimethylformamide), C(C)N(CC)CC (triethylamine). Reaction conditions: time 45 minute. Yields the product FC=1C=C(C=CC1)NC1=NC=C(C(=N1)NCCC)C#C[C@H]1C[C@H](CCC1)NC(OC(C)(C)C)=O (tert-butyl ((1S*,3R*)-3-((2-((3-fluorophenyl)amino)-4-(propylamino)pyrimidin-5-yl)ethynyl)cyclohexyl)carbamate). Yield: 103.5%. RXN SMILES: [F:1][C:2]1[CH:3]=[C:4]([NH:8][C:9]2[N:14]=[C:13]([NH:15][CH2:16][CH2:17][CH3:18])[C:12](I)=[CH:11][N:10]=2)[CH:5]=[CH:6][CH:7]=1.[C:20]([C@@H:22]1[CH2:27][CH2:26][CH2:25][C@H:24]([NH:28][C:29](=[O:35])[O:30][C:31]([CH3:34])([CH3:33])[CH3:32])[CH2:23]1)#[CH:21].O.C(OCC)(=O)C>CN(C)C=O.C(N(CC)CC)C.Cl[Pd](Cl)([P](C1C=CC=CC=1)(C1C=CC=CC=1)C1C=CC=CC=1)[P](C1C=CC=CC=1)(C1C=CC=CC=1)C1C=CC=CC=1.[Cu]I>[F:1][C:2]1[CH:3]=[C:4]([NH:8][C:9]2[N:14]=[C:13]([NH:15][CH2:16][CH2:17][CH3:18])[C:12]([C:21]#[C:20][C@@H:22]3[CH2:27][CH2:26][CH2:25][C@H:24]([NH:28][C:29](=[O:35])[O:30][C:31]([CH3:33])([CH3:32])[CH3:34])[CH2:23]3)=[CH:11][N:10]=2)[CH:5]=[CH:6][CH:7]=1 |^1:57,76|. Procedure: To a solution of N2-(3-fluorophenyl)-5-iodo-N4-propylpyrimidine-2,4-diamine (F2, 100 mg), bis(triphenylphosphine)palladium(II) dichloride (19 mg) and copper(I) iodide (10 mg) in N,N-dimethylformamide (2.7 mL), triethylamine (188 μL) and tert-butyl ((1S*,3R*)-3-ethynylcyclohexyl)carbamate (M3, 90 mg) were added at room temperature, and the mixture was stirred at the same temperature for 1 hour and 45 minutes. To the reaction mixture, water and ethyl acetate were added. The organic layer was separ... Starting materials: BrC1=NC(=CC=C1NC(C(F)(F)F)=O)OC (N-(2-bromo-6-methoxy-pyridin-3-yl)-2,2,2-trifluoro-acetamide), C(C=C)Br (allyl bromide), C([O-])([O-])=O.[Na+].[Na+] (sodium carbonate). The solvent is CC#N (CH3CN). Conditions: temperature 80 celsius, time 3 hour. Yields the product C(C=C)N(C(C(F)(F)F)=O)C=1C(=NC(=CC1)OC)Br (N-allyl-N-(2-bromo-6-methoxy-pyridin-3-yl)-2,2,2-trifluoro-acetamide). Yield: 88.5%. As a reaction SMILES: [Br:1][C:2]1[C:7]([NH:8][C:9](=[O:14])[C:10]([F:13])([F:12])[F:11])=[CH:6][CH:5]=[C:4]([O:15][CH3:16])[N:3]=1.[CH2:17](Br)[CH:18]=[CH2:19].C(=O)([O-])[O-].[Na+].[Na+]>CC#N>[CH2:19]([N:8]([C:7]1[C:2]([Br:1])=[N:3][C:4]([O:15][CH3:16])=[CH:5][CH:6]=1)[C:9](=[O:14])[C:10]([F:13])([F:11])[F:12])[CH:18]=[CH2:17] |f:2.3.4|. Reported procedure: A mixture of N-(2-bromo-6-methoxy-pyridin-3-yl)-2,2,2-trifluoro-acetamide (5.52 g, 18.5 mmol), allyl bromide (3.57 g, 27.7 mmol) and sodium carbonate (5.1 g, 11 mmol) in CH3CN (60 mL) is stirred at 80° C. for 3 h. The mixture is filtered and the filtrate is concentrated in vacuo. The residue is purified by silica gel column chromatography eluting with 0-60% DCM in heptane to afford N-allyl-N-(2-bromo-6-methoxy-pyridin-3-yl)-2,2,2-trifluoro-acetamide (5.55 g) as an oil. 1H NMR (300 MHz, CDCl3): δ... The reactants are COC(C)Cl, O=Cc1ccccc1O. RXN SMILES: [CH3:1][O:2][CH:3]([CH3:4])[Cl:5].[CH:6](=[O:7])[c:8]1[cH:9][cH:10][cH:11][cH:12][c:13]1[OH:14]>>[CH3:1][O:2][CH:3]([CH3:4])[O:14][c:13]1[c:8]([CH:6]=[O:7])[cH:9][cH:10][cH:11][cH:12]1. Yields the product COC(C)Oc1ccccc1C=O. As a reaction SMILES: [CH3:36][C:37]#[N:38].[CH3:40][OH:41].[Cl:1][c:2]1[c:3](-[c:27]2[c:28]([CH3:35])[cH:29][c:30]([C:33]#[N:34])[n:31][cH:32]2)[cH:4][c:5]([S:13](=[O:14])(=[O:15])[N:16]2[c:17]3[c:18]([cH:23][cH:24][cH:25][cH:26]3)[CH2:19][CH2:20][CH2:21][CH2:22]2)[c:6]([O:8][CH2:9][CH2:10][CH2:11][OH:12])[cH:7]1.[Cl:42][CH2:43][Cl:44].[OH2:39]>>[Cl:1][c:2]1[c:3](-[c:27]2[c:28]([CH3:35])[cH:29][c:30]([C:33]#[N:34])[n:31][cH:32]2)[cH:4][c:5]([S:13](=[O:14])(=[O:15])[N:16]2[c:17]3[c:18]([cH:23][cH:24][cH:25][cH:26]3)[CH2:19][CH2:20][CH2:21][CH2:22]2)[c:6]([O:8][CH2:9][CH2:10][C:11](=[O:12])[OH:39])[cH:7]1. Starting materials: CC#N, CO, Cc1cc(C#N)ncc1-c1cc(S(=O)(=O)N2CCCCc3ccccc32)c(OCCCO)cc1Cl, ClCCl, O. The product is Cc1cc(C#N)ncc1-c1cc(S(=O)(=O)N2CCCCc3ccccc32)c(OCCC(=O)O)cc1Cl. Reactants: Cc1ccccc1, COc1nc(=O)c2cc(Cl)ccc2[nH]1, CC1(C)Oc2ccc(C#N)cc2C(N)C1O. Product: CC1(C)Oc2ccc(C#N)cc2C(Nc2nc(=O)c3cc(Cl)ccc3[nH]2)C1O. RXN SMILES: [CH3:31][c:32]1[cH:33][cH:34][cH:35][cH:36][cH:37]1.[Cl:17][c:18]1[cH:19][c:20]2[c:21](=[O:30])[n:22][c:23]([O:28][CH3:29])[nH:24][c:25]2[cH:26][cH:27]1.[NH2:1][CH:2]1[CH:3]([OH:16])[C:4]([CH3:14])([CH3:15])[O:5][c:6]2[cH:7][cH:8][c:9]([C:12]#[N:13])[cH:10][c:11]21>>[NH:1]([CH:2]1[CH:3]([OH:16])[C:4]([CH3:14])([CH3:15])[O:5][c:6]2[cH:7][cH:8][c:9]([C:12]#[N:13])[cH:10][c:11]21)[c:23]1[n:22][c:21](=[O:30])[c:20]2[cH:19][c:18]([Cl:17])[cH:27][cH:26][c:25]2[nH:24]1.